Dataset: the Open Reaction Database (ORD), a public repository of structured organic reaction records. Task: describe an organic reaction: reactants, conditions, products, and yield Yield: 98.0%. Reaction SMILES: [Si:1]([O:8][C@H:9]([C:25]1[CH:30]=[CH:29][C:28]([OH:31])=[C:27]([CH2:32][OH:33])[CH:26]=1)[CH2:10][NH:11][C:12]([CH3:24])([CH3:23])[CH2:13][C:14]1[CH:15]=[C:16]([CH:20]=[CH:21][CH:22]=1)[C:17]([OH:19])=O)([C:4]([CH3:7])([CH3:6])[CH3:5])([CH3:3])[CH3:2].[CH3:34][O:35][C:36]1[CH:37]=[C:38]([CH:42]=[CH:43][CH:44]=1)[CH2:39][CH2:40][NH2:41]>>[Si:1]([O:8][C@H:9]([C:25]1[CH:30]=[CH:29][C:28]([OH:31])=[C:27]([CH2:32][OH:33])[CH:26]=1)[CH2:10][NH:11][C:12]([CH3:24])([CH3:23])[CH2:13][C:14]1[CH:15]=[C:16]([CH:20]=[CH:21][CH:22]=1)[C:17]([NH:41][CH2:40][CH2:39][C:38]1[CH:42]=[CH:43][CH:44]=[C:36]([O:35][CH3:34])[CH:37]=1)=[O:19])([C:4]([CH3:6])([CH3:5])[CH3:7])([CH3:3])[CH3:2]. Yields the product [Si](C)(C)(C(C)(C)C)O[C@@H](CNC(CC=1C=C(C(=O)NCCC2=CC(=CC=C2)OC)C=CC1)(C)C)C1=CC(=C(C=C1)O)CO (3-[2-({(2R)-2-{[tert-Butyl(dimethyl)silyl]oxy}-2-[4-hydroxy-3-(hydroxymethyl)phenyl]ethyl}amino)-2-methylpropyl]-N-[2-(3-methoxyphenyl)ethyl]benzamide). Starting materials: [Si](C)(C)(C(C)(C)C)O[C@@H](CNC(CC=1C=C(C(=O)O)C=CC1)(C)C)C1=CC(=C(C=C1)O)CO (3-{2-[(2R)-2-(tert-butyldimethylsilanyloxy)-2-(4-hydroxy-3-hydroxy methyl-phenyl)ethylamino]-2-methylpropyl}benzoic acid), COC=1C=C(CCN)C=CC1 (3-methoxyphenethylamine). Procedure: The title compound was prepared from 3-{2-[(2R)-2-(tert-butyldimethylsilanyloxy)-2-(4-hydroxy-3-hydroxy methyl-phenyl)ethylamino]-2-methylpropyl}benzoic acid (preparation 37) and 3-methoxyphenethylamine, using a similar method to that of preparation 158, in 98% yield. Reactants: CCCCNCCCC, CC(C)Oc1nc(Cl)nc(N2C(C)(C)CCCC2(C)C)n1, [Na+], [OH-], O, Cc1ccccc1C. The product is CCCCN(CCCC)c1nc(OC(C)C)nc(N2C(C)(C)CCCC2(C)C)n1. As a reaction SMILES: [CH2:22]([CH2:23][CH2:24][CH3:25])[NH:26][CH2:27][CH2:28][CH2:29][CH3:30].[Cl:1][c:2]1[n:3][c:4]([N:12]2[C:13]([CH3:20])([CH3:21])[CH2:14][CH2:15][CH2:16][C:17]2([CH3:18])[CH3:19])[n:5][c:6]([O:8][CH:9]([CH3:10])[CH3:11])[n:7]1.[Na+:32].[OH-:31].[OH2:41].[c:33]1([CH3:34])[c:35]([CH3:36])[cH:37][cH:38][cH:39][cH:40]1>>[c:2]1([N:26]([CH2:22][CH2:23][CH2:24][CH3:25])[CH2:27][CH2:28][CH2:29][CH3:30])[n:3][c:4]([N:12]2[C:13]([CH3:20])([CH3:21])[CH2:14][CH2:15][CH2:16][C:17]2([CH3:18])[CH3:19])[n:5][c:6]([O:8][CH:9]([CH3:10])[CH3:11])[n:7]1. Reactants: ClC=1N=CC2=C(N(CC(C(N2CC)=O)(F)F)C2CCCC2)N1 (2-chloro-9-cyclopentyl-5-ethyl-7,7-difluoro-5,7,8,9-tetrahydro-pyrimido[4,5-b][1,4]diazepin-6-one), NC1=C(C=C(C(=O)NC2CCN(CC2)C)C=C1)OC (4-amino-3-methoxy-N-(1-methyl-piperidin-4-yl)-benzamide), O.C1(=CC=C(C=C1)S(=O)(=O)O)C (p-toluenesulfonic acid monohydrate). Run in CC(C)O (2-propanol). Yields the product C1(CCCC1)N1C2=C(N(C(C(C1)(F)F)=O)CC)C=NC(=N2)NC2=C(C=C(C(=O)NC1CCN(CC1)C)C=C2)OC (4-(9-cyclopentyl-5-ethyl-7,7-difluoro-6-oxo-6,7,8,9-tetrahydro-5H-pyrimido[4,5-b][1,4]diazepin-2-ylamino)-3-methoxy-N-(1-methyl-piperidin-4-yl)-benzamide). Isolated yield 47.8%. As a reaction SMILES: Cl[C:2]1[N:3]=[CH:4][C:5]2[N:11]([CH2:12][CH3:13])[C:10](=[O:14])[C:9]([F:16])([F:15])[CH2:8][N:7]([CH:17]3[CH2:21][CH2:20][CH2:19][CH2:18]3)[C:6]=2[N:22]=1.[NH2:23][C:24]1[CH:39]=[CH:38][C:27]([C:28]([NH:30][CH:31]2[CH2:36][CH2:35][N:34]([CH3:37])[CH2:33][CH2:32]2)=[O:29])=[CH:26][C:25]=1[O:40][CH3:41].O.C1(C)C=CC(S(O)(=O)=O)=CC=1>CC(O)C>[CH:17]1([N:7]2[CH2:8][C:9]([F:16])([F:15])[C:10](=[O:14])[N:11]([CH2:12][CH3:13])[C:5]3[CH:4]=[N:3][C:2]([NH:23][C:24]4[CH:39]=[CH:38][C:27]([C:28]([NH:30][CH:31]5[CH2:32][CH2:33][N:34]([CH3:37])[CH2:35][CH2:36]5)=[O:29])=[CH:26][C:25]=4[O:40][CH3:41])=[N:22][C:6]2=3)[CH2:21][CH2:20][CH2:19][CH2:18]1 |f:2.3|. Procedure: A mixture of 0.05 g (0.15 mmole) of 2-chloro-9-cyclopentyl-5-ethyl-7,7-difluoro-5,7,8,9-tetrahydro-pyrimido[4,5-b][1,4]diazepin-6-one (VII-138), 0.05 g (0.18 mmole) of 4-amino-3-methoxy-N-(1-methyl-piperidin-4-yl)-benzamide, 0.04 g (0.23 mmole) of p-toluenesulfonic acid monohydrate and 4.0 mL of 2-propanol was heated at 160 degrees for 2 hours in a microwave reactor. The cooled reaction mixture was concentrated under reduced pressure. The residue was diluted with dichloromethane and washed twice... Reactants: ClC1=C(C(CCl)=O)C=CC(=C1)Cl (2,4-dichlorophenacyl chloride), CNC(NN)=S (4-methyl-thiosemicarbazide). The solvent is CO (methanol). Yields the product Cl.ClC1=C(C=CC(=C1)Cl)C1=NN=C(SC1)NC (5-(2,4-dichlorophenyl)-N-methyl-6H-1,3,4-thiadiazin-2-amine monohydrochloride). As a reaction SMILES: [Cl:1][C:2]1[CH:11]=[C:10]([Cl:12])[CH:9]=[CH:8][C:3]=1[C:4](=O)[CH2:5]Cl.[CH3:13][NH:14][C:15](=[S:18])[NH:16][NH2:17]>CO>[ClH:1].[Cl:1][C:2]1[CH:11]=[C:10]([Cl:12])[CH:9]=[CH:8][C:3]=1[C:4]1[CH2:5][S:18][C:15]([NH:14][CH3:13])=[N:16][N:17]=1 |f:3.4|. Procedure: 11.17 g of 2,4-dichlorophenacyl chloride and 5.755 g of 4-methyl-thiosemicarbazide are reacted in 200 ml of methanol using the procedure of Example 2. The initial crystallization is made from methanol/ethyl acetate. The solid is then recrystallized from methanol/ethyl acetate and dried at 65° C. under high vacuum to produce 5-(2,4-dichlorophenyl)-N-methyl-6H-1,3,4-thiadiazin-2-amine monohydrochloride. m.p. 195° C. The reactants are C=O (Paraformaldehyde), C(C)NC (N-ethylmethylamine), FC1=C(C=C2C=CN(C2=C1)S(=O)(=O)C1=CC=CC=C1)O (6-fluoro-1-(phenylsulfonyl)-1H-indol-5-ol), FC1=C(C=C2C=CN(C2=C1)S(=O)(=O)C1=CC=CC=C1)O (6-fluoro-1-(phenylsulfonyl)-1H-indol-5-ol). Solvent: CCO (EtOH), CCO (EtOH). Yields the product C(C)N(C)CC1=C2C=CN(C2=CC(=C1O)F)S(=O)(=O)C1=CC=CC=C1 (4-{[Ethyl(methyl)amino]methyl}-6-fluoro-1-(phenylsulfonyl)-1H-indol-5-ol). RXN SMILES: [CH2:1]=O.[CH2:3]([NH:5][CH3:6])[CH3:4].[F:7][C:8]1[CH:16]=[C:15]2[C:11]([CH:12]=[CH:13][N:14]2[S:17]([C:20]2[CH:25]=[CH:24][CH:23]=[CH:22][CH:21]=2)(=[O:19])=[O:18])=[CH:10][C:9]=1[OH:26]>CCO>[CH2:3]([N:5]([CH2:1][C:10]1[C:9]([OH:26])=[C:8]([F:7])[CH:16]=[C:15]2[C:11]=1[CH:12]=[CH:13][N:14]2[S:17]([C:20]1[CH:25]=[CH:24][CH:23]=[CH:22][CH:21]=1)(=[O:19])=[O:18])[CH3:6])[CH3:4]. Procedure details: Paraformaldehyde (20.6 mg, 0.686 mmol) and N-ethylmethylamine (0.059 ml, 0.686 mmol) in EtOH (1 ml) was heated until a clear solution was obtained. The solution was added to 6-fluoro-1-(phenylsulfonyl)-1H-indol-5-ol (100 mg, 0.343 mmol; Intermediate 95) in EtOH (1 ml) and the mixture was heated in microwave oven at 90 oC for 10 min. Solvent was evaporated and 20% of material was purified on Gilson HPLC using 15-45% MeCN in 50 nM ammonium hydrogencarbonate buffer. Yield: 13 mg; white solid. MS (E... The reactants are CN(C)NC(=O)N(OCc1ccccc1)C1c2ccccc2Oc2ccccc21, CCO, [H][H], [Pd]. The product is CN(C)NC(=O)N(O)C1c2ccccc2Oc2ccccc21. As a reaction SMILES: [CH2:1]([c:2]1[cH:3][cH:4][cH:5][cH:6][cH:7]1)[O:8][N:9]([C:10]([NH:11][N:12]([CH3:13])[CH3:14])=[O:15])[CH:16]1[c:17]2[cH:18][cH:19][cH:20][cH:21][c:22]2[O:23][c:24]2[cH:25][cH:26][cH:27][cH:28][c:29]21.[CH3:32][CH2:33][OH:34].[H:30][H:31].[Pd:35]>>[OH:8][N:9]([C:10]([NH:11][N:12]([CH3:13])[CH3:14])=[O:15])[CH:16]1[c:17]2[cH:18][cH:19][cH:20][cH:21][c:22]2[O:23][c:24]2[cH:25][cH:26][cH:27][cH:28][c:29]21. RXN SMILES: N[C@H](C(O)=O)C(C)(C)C.[BH4-].[Na+].[CH3:12][O:13][C:14]1[CH:19]=[CH:18][C:17]([CH:20]2[C:26](=[O:27])[C:25](=[O:28])[NH:24][C:23]3[CH:29]=[CH:30][CH:31]=[CH:32][C:22]=3[S:21]2)=[CH:16][CH:15]=1>O1CCCC1>[OH:27][C@H:26]1[C:25](=[O:28])[NH:24][C:23]2[CH:29]=[CH:30][CH:31]=[CH:32][C:22]=2[S:21][C@H:20]1[C:17]1[CH:18]=[CH:19][C:14]([O:13][CH3:12])=[CH:15][CH:16]=1 |f:1.2|. Yields the product O[C@@H]1[C@@H](SC2=C(NC1=O)C=CC=C2)C2=CC=C(C=C2)OC ((2S,3S)-3-hydroxy-2-(4-methoxyphenyl)-2,3-dihydro-1,5-benzothiazepin-4(5H)-one). The solvent is O1CCCC1 (tetrahydrofuran). Conditions: temperature -15 celsius, time 30 minute. Procedure: A reducing agent is prepared in the same manner as in Example 9 from a mixture of L-tert-leucine (721 mg), sodium borohydride (189 mg) and tetrahydrofuran (50 ml), and the reaction mixture is cooled to -15° C. To the mixture is added 2-(4-methoxyphenyl)-1,5-benzothiazepine-3,4(2H,5H)-dione (997 mg), and the acid listed in the following Table 1 is added thereto at 30 minutes and 2 hours thereafter (totality: 3.33 mmole), and the reaction is carried out at the same temperature. After confirming by... Starting materials: N[C@@H](C(C)(C)C)C(=O)O (L-tert-leucine), [BH4-].[Na+] (sodium borohydride), COC1=CC=C(C=C1)C1SC2=C(NC(C1=O)=O)C=CC=C2 (2-(4-methoxyphenyl)-1,5-benzothiazepine-3,4(2H,5H)-dione).